From a dataset of the Open Reaction Database (ORD), a public repository of structured organic reaction records. describe an organic reaction: reactants, conditions, products, and yield The reactants are COC=1C=CC(=CC1)P2(=S)SP(=S)(S2)C=3C=CC(=CC3)OC (Lawesson reagent), FC1=CC=C(CN(C(C)=O)C)C=C1 (N-(4-fluorobenzyl)-N-methylacetamide). The solvent is C1(=CC=CC=C1)C (toluene). Product: FC1=CC=C(CN(C(C)=S)C)C=C1 (N-(4-fluorobenzyl)-N-methylthioacetamide). Yield: 56.4%. Reaction SMILES: COC1C=CC(P2(SP(C3C=CC(OC)=CC=3)(=S)S2)=[S:10])=CC=1.[F:23][C:24]1[CH:35]=[CH:34][C:27]([CH2:28][N:29]([CH3:33])[C:30](=O)[CH3:31])=[CH:26][CH:25]=1>C1(C)C=CC=CC=1>[F:23][C:24]1[CH:35]=[CH:34][C:27]([CH2:28][N:29]([CH3:33])[C:30](=[S:10])[CH3:31])=[CH:26][CH:25]=1. Reported procedure: Step b) Add acetyl chloride (9.28 g, 118 mmol) to a mixture of triethylamine (16.0 g, 158 mmol) and 4-fluorobenzylamine (9.90 g, 78.8 mmol) in 200 mL of ethyl acetate at 0° C. and stir for 12 hours. Add 100 mL of water to the mixture. Extract aqueous layer with ethyl acetate (3×100 mL). Combine organic layers and wash with brine then dry over anhydrous Na2SO4 Remove solvent under reduced pressure to give N-(4-fluorobenzyl)acetamide (13.5 gm) in 100% yield as a yellow oil. Add NaH (6.5 g, 162 mmo... The reactants are O=C([O-])O, CO, CCOC(C)=O, O=C1CCC(=O)N1Cl, [Na+], O, COc1ccc(C(C)(C)CC(O)(C(=O)Nc2ccc3c(c2)COC3=O)C(F)(F)F)cc1. Reaction SMILES: [C:41](=[O:42])([OH:43])[O-:44].[CH3:46][OH:47].[CH3:48][CH2:49][O:50][C:51](=[O:52])[CH3:53].[Cl:32][N:33]1[C:34](=[O:35])[CH2:36][CH2:37][C:38]1=[O:39].[Na+:45].[OH2:40].[OH:1][C:2]([C:3](=[O:4])[NH:5][c:6]1[cH:7][c:8]2[c:13]([cH:14][cH:15]1)[C:11](=[O:12])[O:10][CH2:9]2)([CH2:16][C:17]([CH3:18])([CH3:19])[c:20]1[cH:21][cH:22][c:23]([O:26][CH3:27])[cH:24][cH:25]1)[C:28]([F:29])([F:30])[F:31]>>[OH:1][C:2]([C:3](=[O:4])[NH:5][c:6]1[cH:7][c:8]2[c:13]([cH:14][cH:15]1)[C:11](=[O:12])[O:10][CH2:9]2)([CH2:16][C:17]([CH3:18])([CH3:19])[c:20]1[cH:21][cH:22][c:23]([O:26][CH3:27])[c:24]([Cl:32])[cH:25]1)[C:28]([F:29])([F:30])[F:31]. The product is COc1ccc(C(C)(C)CC(O)(C(=O)Nc2ccc3c(c2)COC3=O)C(F)(F)F)cc1Cl.